This data is from the Open Reaction Database (ORD), a public repository of structured organic reaction records. The task is: describe an organic reaction: reactants, conditions, products, and yield Reaction SMILES: [C:1]([Si:2]([CH3:3])([CH3:4])[O:6][CH2:7][C:8]([CH3:9])([OH:10])[c:11]1[s:12][c:13](-[c:16]2[cH:17][c:18]([NH:23][c:24]3[n:25][cH:26][c:27]([F:33])[c:28]([CH:30]4[CH2:31][CH2:32]4)[n:29]3)[cH:19][c:20]([F:22])[cH:21]2)[cH:14][n:15]1)([CH3:5])([CH3:34])[CH3:35].[CH3:37][OH:38].[ClH:36]>>[OH:6][CH2:7][C:8]([CH3:9])([OH:10])[c:11]1[s:12][c:13](-[c:16]2[cH:17][c:18]([NH:23][c:24]3[n:25][cH:26][c:27]([F:33])[c:28]([CH:30]4[CH2:31][CH2:32]4)[n:29]3)[cH:19][c:20]([F:22])[cH:21]2)[cH:14][n:15]1. Reactants: CC(O)(CO[Si](C)(C)C(C)(C)C)c1ncc(-c2cc(F)cc(Nc3ncc(F)c(C4CC4)n3)c2)s1, CO, Cl. The product is CC(O)(CO)c1ncc(-c2cc(F)cc(Nc3ncc(F)c(C4CC4)n3)c2)s1. Starting materials: aqueous solution, N(=O)[O-].[Na+] (sodium nitrite), ClC1=C(C(=C(N)C=C1)C)[N+](=O)[O-] (4-chloro-2-methyl-3-nitroaniline). The solvent is C(C)(=O)O (acetic acid), C(C)(=O)O (acetic acid). Product: [N+](=O)([O-])C1=C2C=NNC2=CC=C1Cl (4-Nitro-5-chloroindazole). RXN SMILES: [Cl:1][C:2]1[CH:8]=[CH:7][C:5]([NH2:6])=[C:4]([CH3:9])[C:3]=1[N+:10]([O-:12])=[O:11].[N:13]([O-])=O.[Na+]>C(O)(=O)C>[N+:10]([C:3]1[C:2]([Cl:1])=[CH:8][CH:7]=[C:5]2[C:4]=1[CH:9]=[N:13][NH:6]2)([O-:12])=[O:11] |f:1.2|. Procedure: To 4-chloro-2-methyl-3-nitroaniline (1.63 g, 8.8 mmol) dissolved in acetic acid (75 mL) at room temperature was added a 2M aqueous solution of sodium nitrite (4.4 mL). The suspension was then diluted with acetic acid (100 mL) and then heated at reflux for 4 h. The mixture was then cooled to room temperature and concentrated under reduced pressure. The residue was then partitioned between ethyl acetate (100 mL) and saturated aqueous sodium hydrogen carbonate solution (100 mL). The separated organ... Reactants: C1(=CC=CC=C1)C=CC1=CC=CC=C1 (stilbene), C(=O)O (formic acid), C(C)O (ethanol), C1=CC=CC=C1 (benzene). The reagents and catalysts are [Pd] (Pd on activated carbon). The solvent is O (water). Product: C1(=CC=CC=C1)CCC1=CC=CC=C1 (bibenzyl). Yield: 92.4%. Reaction SMILES: [C:1]1([CH:7]=[CH:8][C:9]2[CH:14]=[CH:13][CH:12]=[CH:11][CH:10]=2)[CH:6]=[CH:5][CH:4]=[CH:3][CH:2]=1.C(O)=O.C(O)C.C1C=CC=CC=1>[Pd].O>[C:1]1([CH2:7][CH2:8][C:9]2[CH:10]=[CH:11][CH:12]=[CH:13][CH:14]=2)[CH:6]=[CH:5][CH:4]=[CH:3][CH:2]=1. Reported procedure: To a dry, nitrogen-filled 250 ml single-necked round-bottom flask fitted with a nitrogen inlet and magnetic stirring bar was added 11.8 g (65.5 mmol) of stilbene, 11 g (240 mmol) formic acid, 5 g of 10% Pd on activated carbon (4.7 mmol Pd), 60 ml of absolute ethanol and 100 ml of dry benzene. The reaction vessel was placed in a sonicator so that the liquid level inside the flask matched that of the bath water and in the location that produced the maximum cavitation in the flask. After 1 h the fl...